From a dataset of the Open Reaction Database (ORD), a public repository of structured organic reaction records. describe an organic reaction: reactants, conditions, products, and yield Starting materials: O (Water), C(C1=CC=CC=C1)N1C(NC=2C(=NC(=CC21)CCOC)NCC2=CC=CC=C2)=O (1-Benzyl-4-benzylamino-6-(2-methoxy-ethyl)-1,3-dihydro-imidazo[4,5-c]pyridine-2-one), C(=O)(O)[O-].[Na+] (NaHCO3). Run in S(O)(O)(=O)=O (sulphuric acid). Product: NC1=NC(=CC2=C1NC(N2CC2=CC=CC=C2)=O)CCOC (4-Amino-1-benzyl-6-(2-methoxy-ethyl)-1,3-dihydro-imidazo[4,5-c]pyridine-2-one). Isolated yield 12.7%. RXN SMILES: [CH2:1]([N:8]1[C:16]2[CH:15]=[C:14]([CH2:17][CH2:18][O:19][CH3:20])[N:13]=[C:12]([NH:21]CC3C=CC=CC=3)[C:11]=2[NH:10][C:9]1=[O:29])[C:2]1[CH:7]=[CH:6][CH:5]=[CH:4][CH:3]=1.O.C([O-])(O)=O.[Na+]>S(=O)(=O)(O)O>[NH2:21][C:12]1[C:11]2[NH:10][C:9](=[O:29])[N:8]([CH2:1][C:2]3[CH:7]=[CH:6][CH:5]=[CH:4][CH:3]=3)[C:16]=2[CH:15]=[C:14]([CH2:17][CH2:18][O:19][CH3:20])[N:13]=1 |f:2.3|. Procedure: 1-Benzyl-4-benzylamino-6-(2-methoxy-ethyl)-1,3-dihydro-imidazo[4,5-c]pyridine-2-one (32 mg, 0.082 mmol) was stirred in concentrated sulphuric acid (2 ml) for 30 minutes. Water (5 ml) was added and the mixture added drop-wise to a stirred solution of saturated NaHCO3 to achieve a basic pH. The aqueous was extracted with 2×EtOAc and the combined organics dried and concentrated to afford a yellow solid. The mixture of isomers was separated by column chromatography on silica, eluting with DCM:MeOH, ... Starting materials: O[C@@H]1C[C@@H]2N(CCNC2)C1 ((7R,8aS)-7-hydroxy-1,2,3,4,6,7,8,8a-octahydro-pyrrolo[1,2-a]pyrazine), ClC1=NC=C(C=C1)Cl (2,5-dichloropyridine), C([O-])([O-])=O.[Na+].[Na+] (sodium carbonate). Run in C(CC(C)C)O (isoamyl alcohol). Conditions: temperature 100 celsius. Product: O[C@@H]1C[C@@H]2N(CCN(C2)C2=NC=C(C=C2)Cl)C1 ((7R,8aS)-7-Hydroxy-2-(5-chloropyridin-2-yl)-1,2,3,4,6,7,8,8a-octahydro-pyrrolo[1,2-a]pyrazine). Yield: 9.3%. As a reaction SMILES: [OH:1][C@H:2]1[CH2:10][N:5]2[CH2:6][CH2:7][NH:8][CH2:9][C@@H:4]2[CH2:3]1.Cl[C:12]1[CH:17]=[CH:16][C:15]([Cl:18])=[CH:14][N:13]=1.C(=O)([O-])[O-].[Na+].[Na+]>C(O)CC(C)C>[OH:1][C@H:2]1[CH2:10][N:5]2[CH2:6][CH2:7][N:8]([C:12]3[CH:17]=[CH:16][C:15]([Cl:18])=[CH:14][N:13]=3)[CH2:9][C@@H:4]2[CH2:3]1 |f:2.3.4|. Procedure: A mixture of 3.81 g (26.8 mmol) of (7R,8aS)-7-hydroxy-1,2,3,4,6,7,8,8a-octahydro-pyrrolo[1,2-a]pyrazine (Preparation 6, Step A), 19.8 g (134 mmol) of 2,5-dichloropyridine, 7.10 g (67.0 mmol) of sodium carbonate and 275 mL of isoamyl alcohol was heated at reflux for 72 h. The mixture was cooled to about 100° C., filtered hot, and the filtrate concentrated in vacuo. Purification of the residue by flash silica gel chromatography with 9:1 chloroform:methanol gave 0.63 g (9%) of the title compound of...